From a dataset of the Open Reaction Database (ORD), a public repository of structured organic reaction records. describe an organic reaction: reactants, conditions, products, and yield The reactants are 1(a), BrC=1C=NC=CC1 (3-bromopyridine), C(=O)(O)C1=CC=C(C=C1)B(O)O (4-carboxybenzeneboronic acid), BrC1=CC=C(S1)C(=O)O (5-bromo-2-thiophenecarboxylic acid). The product is C1(=CC=CC=C1)C1=CC=C(S1)C(=O)O (5-phenyl-2-thiophenecarboxylic Acid). RXN SMILES: [C:1]([C:4]1[CH:9]=[CH:8][C:7](B(O)O)=[CH:6][CH:5]=1)(O)=O.BrC1[S:18][C:17]([C:19]([OH:21])=[O:20])=[CH:16][CH:15]=1.BrC1C=NC=CC=1>>[C:4]1([C:1]2[S:18][C:17]([C:19]([OH:21])=[O:20])=[CH:16][CH:15]=2)[CH:9]=[CH:8][CH:7]=[CH:6][CH:5]=1. Procedure: Following the procedure of Preparation 1(a), except substituting phenylboronic acid for 4-carboxybenzeneboronic acid and 5-bromo-2-thiophenecarboxylic acid for 3-bromopyridine, afforded the title compound. Starting materials: Intermediate 32, BrC=1C(=NN(C1)CC)C1=CC=C(C=C1)NC(N(C)C)=O (N′-[4-(4-bromo-1-ethyl-1H-pyrazol-3-yl)phenyl]-N,N-dimethylurea), BrC1=C2C(=NC=C1)N(C(=C2)C=2C=C(C=CC2)NS(=O)(=O)C)S(=O)(=O)C2=CC=CC=C2 (N-{3-[4-bromo-1-(phenylsulfonyl)-1H-pyrrolo[2,3-b]pyridin-2-yl]phenyl}methanesulfonamide), Intermediate 100. The product is CN(C(=O)NC1=CC=C(C=C1)C1=NN(C=C1C1=C2C(=NC=C1)N(C(=C2)C=2C=C(C=CC2)NS(=O)(=O)C)S(=O)(=O)C2=CC=CC=C2)CC)C (N-{3-[4-[3-(4-{[(dimethylamino)carbonyl]amino}phenyl)-1-ethyl-1H-pyrazol-4-yl]-1-(phenylsulfonyl)-1H-pyrrolo[2,3-b]pyridin-2-yl]phenyl}methanesulfonamide). RXN SMILES: Br[C:2]1[CH:7]=[CH:6][N:5]=[C:4]2[N:8]([S:22]([C:25]3[CH:30]=[CH:29][CH:28]=[CH:27][CH:26]=3)(=[O:24])=[O:23])[C:9]([C:11]3[CH:12]=[C:13]([NH:17][S:18]([CH3:21])(=[O:20])=[O:19])[CH:14]=[CH:15][CH:16]=3)=[CH:10][C:3]=12.Br[C:32]1[C:33]([C:39]2[CH:44]=[CH:43][C:42]([NH:45][C:46](=[O:50])[N:47]([CH3:49])[CH3:48])=[CH:41][CH:40]=2)=[N:34][N:35]([CH2:37][CH3:38])[CH:36]=1>>[CH3:48][N:47]([CH3:49])[C:46]([NH:45][C:42]1[CH:41]=[CH:40][C:39]([C:33]2[C:32]([C:2]3[CH:7]=[CH:6][N:5]=[C:4]4[N:8]([S:22]([C:25]5[CH:26]=[CH:27][CH:28]=[CH:29][CH:30]=5)(=[O:24])=[O:23])[C:9]([C:11]5[CH:12]=[C:13]([NH:17][S:18]([CH3:21])(=[O:20])=[O:19])[CH:14]=[CH:15][CH:16]=5)=[CH:10][C:3]=34)=[CH:36][N:35]([CH2:37][CH3:38])[N:34]=2)=[CH:44][CH:43]=1)=[O:50]. Procedure details: Following the procedure described for Intermediate 32 with N-{3-[4-bromo-1-(phenylsulfonyl)-1H-pyrrolo[2,3-b]pyridin-2-yl]phenyl}methanesulfonamide. Using this product crude and following the procedure described in Intermediate 100 using N′-[4-(4-bromo-1-ethyl-1H-pyrazol-3-yl)phenyl]-N,N-dimethylurea provided the title product. ESMS [M+H]+: 684.4 Reactants: OC1=CC=C(CO)C=C1 (4-hydroxybenzyl alcohol), C([O-])([O-])=O.[K+].[K+] (potassium carbonate), ClCC(C)=O (chloroacetone). Solvent: CC(=O)C (acetone). Yields the product OCC1=CC=C(OCC(C)=O)C=C1 (1-(4-hydroxymethylphenoxy)propan-2-one). The yield is 67.6%. RXN SMILES: [OH:1][C:2]1[CH:9]=[CH:8][C:5]([CH2:6][OH:7])=[CH:4][CH:3]=1.C(=O)([O-])[O-].[K+].[K+].Cl[CH2:17][C:18](=[O:20])[CH3:19]>CC(C)=O>[OH:7][CH2:6][C:5]1[CH:8]=[CH:9][C:2]([O:1][CH2:17][C:18](=[O:20])[CH3:19])=[CH:3][CH:4]=1 |f:1.2.3|. Reported procedure: To a stirred solution of 4-hydroxybenzyl alcohol (1.0 g, 8.06 mmol) in acetone (80 mL) was added potassium carbonate (1.34 g, 9.68 mmol) and chloroacetone (0.771 mL, 9.68 mmol). After completion of addition the reaction mixture was heated to reflux. After 20 hours the reaction mixture was cooled down to room temperature and the solvent was removed. Water and ethyl acetate were added to the crude material. The aqueous layer was separated and extracted with ethyl acetate (3×, 100 mL). All combined... Starting materials: C12CN(CC(CC1)O2)C2=NC(=NC(=C2)Cl)O (4-(8-Oxa-3-azabicyclo[3.2.1]octan-3-yl)-6-chloropyrimidin-2-ol), C(C)(C)N (iPrNH2). Conditions: temperature 140 celsius, time 30 minute. The product is C12CN(CC(CC1)O2)C2=NC(=NC(=C2)NC(C)C)O (4-(8-Oxa-3-azabicyclo[3.2.1]octan-3-yl)-6-(isopropylamino)pyrimidin-2-ol), solid. Isolated yield 61.0%. RXN SMILES: [CH:1]12[O:8][CH:5]([CH2:6][CH2:7]1)[CH2:4][N:3]([C:9]1[CH:14]=[C:13](Cl)[N:12]=[C:11]([OH:16])[N:10]=1)[CH2:2]2.[CH:17]([NH2:20])([CH3:19])[CH3:18]>>[CH:1]12[O:8][CH:5]([CH2:6][CH2:7]1)[CH2:4][N:3]([C:9]1[CH:14]=[C:13]([NH:20][CH:17]([CH3:19])[CH3:18])[N:12]=[C:11]([OH:16])[N:10]=1)[CH2:2]2. Procedure: In a 2-5 mL microwave vial was placed 4-(8-oxa-3-azabicyclo[3.2.1]octan-3-yl)-6-chloropyrimidin-2-ol (26, 30 mg, 0.124 mmol) in iPrNH2 (2.5 ml) to give a yellow solution. The reaction was heated under microwave irradiation at 140° C. for 30 min followed by 30 min of heating under microwave irradiation at 160° C. The solvents were removed under reduced pressure. The residue was dissolved in dichloromethane, and purified by silica gel chromatography, using gradient (0-10%) of MeOH in dichlorometha... Starting materials: COC1=NS(N=C1NCC=1C=NC=CC1)=O (3-Methoxy-4-(3-pyridyl)methylamino-1,2,5-thiadiazole 1-oxide), CN(C)CC1=CC=C(O1)CSCCN (2-[(5-dimethylaminomethyl-2-furyl)methylthio]ethylamine). Run in CO (methanol), CO (methanol). Conditions: time 18 hour. The product is CN(C)CC1=CC=C(O1)CSCCNC1=NS(N=C1NCC=1C=NC=CC1)=O (3-{2-[(5-Dimethylaminomethyl-2-furyl)methylthio]ethylamino}-4-(3-pyridyl)methylamino-1,2,5-thiadiazole 1-oxide), oil. As a reaction SMILES: CO[C:3]1[C:7]([NH:8][CH2:9][C:10]2[CH:11]=[N:12][CH:13]=[CH:14][CH:15]=2)=[N:6][S:5](=[O:16])[N:4]=1.[CH3:17][N:18]([CH2:20][C:21]1[O:25][C:24]([CH2:26][S:27][CH2:28][CH2:29][NH2:30])=[CH:23][CH:22]=1)[CH3:19]>CO>[CH3:19][N:18]([CH2:20][C:21]1[O:25][C:24]([CH2:26][S:27][CH2:28][CH2:29][NH:30][C:3]2[C:7]([NH:8][CH2:9][C:10]3[CH:11]=[N:12][CH:13]=[CH:14][CH:15]=3)=[N:6][S:5](=[O:16])[N:4]=2)=[CH:23][CH:22]=1)[CH3:17]. Procedure details: To the methanol solution of 3-methoxy-4-(3-pyridyl)methylamino-1,2,5-thiadiazole 1-oxide produced in Step A was added a solution of 2-[(5-dimethylaminomethyl-2-furyl)methylthio]ethylamine (4.0 g; 18.7 mmoles) in 30 ml of methanol. The reaction mixture was stirred at ambient temperatures for 18 hours and the solvent was removed in vacuo. The residue was placed on 500 g of silica gel (230-400 mesh) and purified by flash chromatography using a gradient elution of acetonitrile-methanol. After combin... Reactants: NC1=C(C=CC(=C1)N)C (2,4-diamino-toluene), C(N)(OCC)=O (ethyl carbamate). Reagents/catalysts: CCCCCCCC(=O)[O-].CCCCCCCC(=O)[O-].[Zn+2] (zinc octoate). Solvent: C(C)O (ethanol). Reaction conditions: time 6.1 hour. Product: C(C)OC(=O)NC1=C(C=CC(=C1)NC(=O)OCC)C (2,4-bis-(ethoxy carbonylamino)-toluene). As a reaction SMILES: [NH2:1][C:2]1[CH:7]=[C:6]([NH2:8])[CH:5]=[CH:4][C:3]=1[CH3:9].[C:10](=[O:15])([O:12][CH2:13][CH3:14])N>CCCCCCCC([O-])=O.CCCCCCCC([O-])=O.[Zn+2].C(O)C>[CH2:13]([O:12][C:10]([NH:1][C:2]1[CH:7]=[C:6]([NH:8][C:10]([O:12][CH2:13][CH3:14])=[O:15])[CH:5]=[CH:4][C:3]=1[CH3:9])=[O:15])[CH3:14] |f:2.3.4|. Procedure: 733 g of 2,4-diamino-toluene, 1069 g ethyl carbamate, 1160 g ethanol (approximately 96%) and 5.5 g zinc octoate were reacted in the apparatus described in Example 1 for 6.1 hours at 200° C. After the apparatus had cooled and the pressure had been reduced, the reaction mixture was removed, filtered and analyzed by high pressure liquid chromatography (HPLC). A yield of 1220 g (76% of the theoretical yield) of 2,4-bis-(ethoxy carbonylamino)-toluene was obtained.